describe an organic reaction: reactants, conditions, products, and yield From a dataset of the Open Reaction Database (ORD), a public repository of structured organic reaction records. Starting materials: O=CO, O=C(O)c1cncc(O)c1C(=O)c1cc(Cl)ccc1F, [Zn]. Product: O=C(O)c1cncc(O)c1Cc1cc(Cl)ccc1F. RXN SMILES: [CH:21]([OH:22])=[O:23].[Cl:1][c:2]1[cH:3][cH:4][c:5]([F:20])[c:6]([C:7](=[O:8])[c:9]2[c:10]([OH:18])[cH:11][n:12][cH:13][c:14]2[C:15](=[O:16])[OH:17])[cH:19]1.[Zn:24]>>[Cl:1][c:2]1[cH:3][cH:4][c:5]([F:20])[c:6]([CH2:7][c:9]2[c:10]([OH:18])[cH:11][n:12][cH:13][c:14]2[C:15](=[O:16])[OH:17])[cH:19]1. The reactants are C(C)OC(=O)[C@H]1[C@@H](CCC1)C(=O)OCC (rac-trans-cyclopentane-1,2-dicarboxylic acid diethyl ester), [OH-].[Li+] (lithium hydroxide). Solvent: O (water). Conditions: time 30 minute. Product: C(C)OC(=O)[C@H]1[C@@H](CCC1)C(=O)O (rac-trans-cyclopentane-1,2-dicarboxylic acid monoethyl ester). The yield is 27.7%. Reaction SMILES: [CH2:1]([O:3][C:4]([C@@H:6]1[CH2:10][CH2:9][CH2:8][C@H:7]1[C:11]([O:13]CC)=[O:12])=[O:5])[CH3:2].[OH-].[Li+]>O>[CH2:1]([O:3][C:4]([C@@H:6]1[CH2:10][CH2:9][CH2:8][C@H:7]1[C:11]([OH:13])=[O:12])=[O:5])[CH3:2] |f:1.2|. Reported procedure: To a solution of rac-trans-cyclopentane-1,2-dicarboxylic acid diethyl ester (393 mg, 1.84 mmol) was added a solution of lithium hydroxide (75.5 mg, 1.8 mmol) in water (7 mL). The reaction mixture was stirred at room temperature for 30 minutes and then heated to 55° C. for 1 hr. The reaction mixture was cooled and evaporated under reduced pressure. The residue was dissolved in 25 mL water and washed with diethyl ether (2×5 mL). The pH of the aqueous layer was adjusted to pH 5 with 1N hydrochloric...